This data is from the Open Reaction Database (ORD), a public repository of structured organic reaction records. The task is: describe an organic reaction: reactants, conditions, products, and yield The reactants are C1(=CC=CC=C1)C1=NN2C(C=CC=C2)=C1C#CC(=O)OC (methyl 3-(2-phenylpyrazolo[1,5-a]pyridin-3-yl)propiolate), O.NN (hydrazine monohydrate). Run in C(C)O (ethanol). Product: OC1=CC(=NN1)C=1C(=NN2C1C=CC=C2)C2=CC=CC=C2 (3-(5-hydroxypyrazol-3-yl)-2-phenylpyrazolo[1,5-a]pyridine). Isolated yield 42.7%. As a reaction SMILES: [C:1]1([C:7]2[C:15]([C:16]#[C:17][C:18]([O:20]C)=O)=[C:10]3[CH:11]=[CH:12][CH:13]=[CH:14][N:9]3[N:8]=2)[CH:6]=[CH:5][CH:4]=[CH:3][CH:2]=1.O.[NH2:23][NH2:24]>C(O)C>[OH:20][C:18]1[NH:24][N:23]=[C:16]([C:15]2[C:7]([C:1]3[CH:6]=[CH:5][CH:4]=[CH:3][CH:2]=3)=[N:8][N:9]3[CH:14]=[CH:13][CH:12]=[CH:11][C:10]=23)[CH:17]=1 |f:1.2|. Procedure details: A mixture of methyl 3-(2-phenylpyrazolo[1,5-a]pyridin-3-yl)propiolate (1.50 g), hydrazine monohydrate (0.544 g) and ethanol (15 ml) was heated under reflux for 2 hours. Ethanol was evaporated in vacuo. Water (50 ml) was added to the residue and the mixture was acidified with 1N hydrochloric acid. The resultant precipitates were collected by filtration and washed with water. Recrystallization from a mixture of N,N-dimethylformamide and water gave crystals of 3-(5-hydroxypyrazol-3-yl)-2-phenylpyra...